Dataset: the Open Reaction Database (ORD), a public repository of structured organic reaction records. Task: describe an organic reaction: reactants, conditions, products, and yield Reactants: [H][H] (hydrogen), BrC=1C=CC(=C2C(NC(C12)=O)CC(C)=O)OC (7-bromo-1,3-dihydro-4-methoxy-3-(2-oxopropyl)-2H-isoindol-1-one), C([O-])([O-])=O.[K+].[K+] (potassium carbonate). Reagents/catalysts: [Pd] (palladium on carbon). Solvent: C(C)O (ethanol). The product is COC1=C2C(NC(C2=CC=C1)=O)CC(C)=O (1,3-Dihydro-4-methoxy-3-(2-oxopropyl)-2H-isoindol-1-one). The yield is 73.4%. As a reaction SMILES: Br[C:2]1[CH:3]=[CH:4][C:5]([O:16][CH3:17])=[C:6]2[C:10]=1[C:9](=[O:11])[NH:8][CH:7]2[CH2:12][C:13](=[O:15])[CH3:14].C(=O)([O-])[O-].[K+].[K+].[H][H]>C(O)C.[Pd]>[CH3:17][O:16][C:5]1[CH:4]=[CH:3][CH:2]=[C:10]2[C:6]=1[CH:7]([CH2:12][C:13](=[O:15])[CH3:14])[NH:8][C:9]2=[O:11] |f:1.2.3|. Reported procedure: A mixture of 7-bromo-1,3-dihydro-4-methoxy-3-(2-oxopropyl)-2H-isoindol-1-one (5.0 g, described in Example 20) and potassium carbonate (2.5 g) in ethanol (100 ml) is hydrogenated in the presence of 5% palladium on carbon (2.5 g) at atmospheric pressure and room temperature until 1.1 equivalent of hydrogen is absorbed. The mixture is filtered and the filtrate is evaporated. A solution of the residue in chloroform is washed with water, dried and evaporated. The residue is crystallized from dichloro... Reactants: CCO, Cl, O=C1C=C(c2cccc(Oc3ccc(F)cc3)c2)CC1, NO, c1ccncc1. The product is ON=C1C=C(c2cccc(Oc3ccc(F)cc3)c2)CC1. Reaction SMILES: [CH2:30]([OH:31])[CH3:32].[ClH:21].[F:1][c:2]1[cH:3][cH:4][c:5]([O:6][c:7]2[cH:8][c:9]([C:13]3=[CH:14][C:15](=[O:18])[CH2:16][CH2:17]3)[cH:10][cH:11][cH:12]2)[cH:19][cH:20]1.[NH2:22][OH:23].[n:24]1[cH:25][cH:26][cH:27][cH:28][cH:29]1>>[F:1][c:2]1[cH:3][cH:4][c:5]([O:6][c:7]2[cH:8][c:9]([C:13]3=[CH:14][C:15](=[N:22][OH:23])[CH2:16][CH2:17]3)[cH:10][cH:11][cH:12]2)[cH:19][cH:20]1.